From a dataset of the Open Reaction Database (ORD), a public repository of structured organic reaction records. describe an organic reaction: reactants, conditions, products, and yield Starting materials: FC12CC3(CC(CC3C1)C2)NC(OC(C)(C)C)=O (tert-butyl (1-fluorotricyclo[3.3.1.03,7]non-3-yl)carbamate), Cl (HCl). Solvent: CCOC(=O)C (EtOAc), CCOC(=O)C (EtOAc). Conditions: time 2 hour. The product is Cl.FC12CC3(CC(CC3C1)C2)N (1-fluorotricyclo[3.3.1.03,7]nonan-3-amine, hydrochloride salt). The yield is 99.0%. As a reaction SMILES: [F:1][C:2]12[CH2:10][CH:6]3[CH2:7][CH:8]([CH2:9]1)[C:4]([NH:11]C(=O)OC(C)(C)C)([CH2:5]3)[CH2:3]2.[ClH:19]>CCOC(C)=O>[ClH:19].[F:1][C:2]12[CH2:10][CH:6]3[CH2:7][CH:8]([CH2:9]1)[C:4]([NH2:11])([CH2:5]3)[CH2:3]2 |f:3.4|. Procedure: To a stirred solution of the compound obtained from step I (0.25 g, 0.98 mmol) in EtOAc (1 mL) cooled to ice bath temperature was added a solution of dry HCl in EtOAc (3N, 3 mL). After stirring the reaction mixture for 2 h, the volatiles were removed under reduced pressure. The crude product was triturated with ether several times to obtain 1-fluorotricyclo[3.3.1.03,7]nonan-3-amine, hydrochloride salt (0.19 g) in 99% yield. m/z (M+1) 156; 1H NMR (DMSO-d6) 300 MHz δ 8.45 (s (br), 2H), 2.47-2.18 (...